Dataset: the Open Reaction Database (ORD), a public repository of structured organic reaction records. Task: describe an organic reaction: reactants, conditions, products, and yield Reactants: CCO, CCOC(C)=O, O=[N+]([O-])c1ccc(-c2cn3ccccc3n2)cc1. Yields the product Nc1ccc(-c2cn3ccccc3n2)cc1. As a reaction SMILES: [CH3:19][CH2:20][OH:21].[CH3:22][CH2:23][O:24][C:25](=[O:26])[CH3:27].[N+:1]([O-:2])(=[O:3])[c:4]1[cH:5][cH:6][c:7](-[c:10]2[n:11][c:12]3[n:13]([cH:14][cH:15][cH:16][cH:17]3)[cH:18]2)[cH:8][cH:9]1>>[NH2:1][c:4]1[cH:5][cH:6][c:7](-[c:10]2[n:11][c:12]3[n:13]([cH:14][cH:15][cH:16][cH:17]3)[cH:18]2)[cH:8][cH:9]1.